This data is from the Open Reaction Database (ORD), a public repository of structured organic reaction records. The task is: describe an organic reaction: reactants, conditions, products, and yield The reactants are [N+](=O)([O-])NC(=N)N (nitroguanidine), NCC=1C=NC=CC1 (3-(aminomethyl)pyridine). Solvent: O (water). Reaction conditions: temperature 75 celsius, time 1.5 hour. The product is [N+](=O)([O-])NC(=N)NCC=1C=NC=CC1 (N-nitro-N'-(3-pyridylmethyl)guanidine). The yield is 48.3%. As a reaction SMILES: [N+:1]([NH:4][C:5]([NH2:7])=[NH:6])([O-:3])=[O:2].N[CH2:9][C:10]1[CH:11]=[N:12][CH:13]=[CH:14][CH:15]=1>O>[N+:1]([NH:4][C:5]([NH:7][CH2:9][C:10]1[CH:11]=[N:12][CH:13]=[CH:14][CH:15]=1)=[NH:6])([O-:3])=[O:2]. Procedure: A mixture of 0.53g of nitroguanidine, 0.61g of 3-(aminomethyl)pyridine and 10ml of water was stirred for 1.5 hours at 70-80° C. and allowed to stand over night at room temperature. The precipitate collected by filtration was washed with ethanol to obtain 0.48g of N-nitro-N'-(3-pyridylmethyl)guanidine (Compound No. 12). Reactants: CC(C)(C)OC(=O)N1CCN(c2ncc(Br)n3cnnc23)CC1, O=C([O-])[O-], C1COCCO1, [Cs+], [Cs+], O, c1ccc(P(c2ccccc2)(c2ccccc2)[Pd](P(c2ccccc2)(c2ccccc2)c2ccccc2)(P(c2ccccc2)(c2ccccc2)c2ccccc2)P(c2ccccc2)(c2ccccc2)c2ccccc2)cc1, OB(O)c1ccoc1. Yields the product CC(C)(C)OC(=O)N1CCN(c2ncc(-c3ccoc3)n3cnnc23)CC1. Reaction SMILES: [Br:1][c:2]1[cH:3][n:4][c:5]([N:11]2[CH2:12][CH2:13][N:14]([C:17](=[O:18])[O:19][C:20]([CH3:21])([CH3:22])[CH3:23])[CH2:15][CH2:16]2)[c:6]2[n:7]1[cH:8][n:9][n:10]2.[C:32](=[O:33])([O-:34])[O-:35].[CH2:38]1[O:39][CH2:40][CH2:41][O:42][CH2:43]1.[Cs+:36].[Cs+:37].[OH2:121].[cH:44]1[cH:45][cH:46][c:47]([P:48]([Pd:49]([P:50]([c:51]2[cH:52][cH:53][cH:54][cH:55][cH:56]2)([c:57]2[cH:58][cH:59][cH:60][cH:61][cH:62]2)[c:63]2[cH:64][cH:65][cH:66][cH:67][cH:68]2)([P:69]([c:70]2[cH:71][cH:72][cH:73][cH:74][cH:75]2)([c:76]2[cH:77][cH:78][cH:79][cH:80][cH:81]2)[c:82]2[cH:83][cH:84][cH:85][cH:86][cH:87]2)[P:88]([c:89]2[cH:90][cH:91][cH:92][cH:93][cH:94]2)([c:95]2[cH:96][cH:97][cH:98][cH:99][cH:100]2)[c:101]2[cH:102][cH:103][cH:104][cH:105][cH:106]2)([c:107]2[cH:108][cH:109][cH:110][cH:111][cH:112]2)[c:113]2[cH:114][cH:115][cH:116][cH:117][cH:118]2)[cH:119][cH:120]1.[o:24]1[cH:25][c:26]([B:29]([OH:30])[OH:31])[cH:27][cH:28]1>>[c:2]1(-[c:26]2[cH:25][o:24][cH:28][cH:27]2)[cH:3][n:4][c:5]([N:11]2[CH2:12][CH2:13][N:14]([C:17](=[O:18])[O:19][C:20]([CH3:21])([CH3:22])[CH3:23])[CH2:15][CH2:16]2)[c:6]2[n:7]1[cH:8][n:9][n:10]2. Reactants: COC(=O)C=1N(C(C2=CC=C(C=C2C1C1=CC=CC=C1)Br)=O)CC1=CC=CC=C1 (2-benzyl-6-bromo-1-oxo-4-phenyl-1,2-dihydroisoquinoline-3-carboxylic acid methyl ester), C(CCC)B(O)O (n-butylboronic acid), C([O-])([O-])=O.[K+].[K+] (potassium carbonate), C1(=CC=CC=C1)C (toluene). The reagents and catalysts are C=1C=CC(=CC1)[P](C=2C=CC=CC2)(C=3C=CC=CC3)[Pd]([P](C=4C=CC=CC4)(C=5C=CC=CC5)C=6C=CC=CC6)([P](C=7C=CC=CC7)(C=8C=CC=CC8)C=9C=CC=CC9)[P](C=1C=CC=CC1)(C=1C=CC=CC1)C=1C=CC=CC1 (tetrakis(triphenylphosphine)palladium(0)). Solvent: C1CCOC1 (THF), O (Water). Reaction conditions: temperature 100 celsius, time 12 hour. Product: COC(=O)C=1N(C(C2=CC=C(C=C2C1C1=CC=CC=C1)CCCC)=O)CC1=CC=CC=C1 (2-benzyl-6-butyl-1-oxo-4-phenyl-1,2-dihydroisoquinoline-3-carboxylic acid methyl ester). Yield: 73.7%. As a reaction SMILES: [CH3:1][O:2][C:3]([C:5]1[N:6]([CH2:23][C:24]2[CH:29]=[CH:28][CH:27]=[CH:26][CH:25]=2)[C:7](=[O:22])[C:8]2[C:13]([C:14]=1[C:15]1[CH:20]=[CH:19][CH:18]=[CH:17][CH:16]=1)=[CH:12][C:11](Br)=[CH:10][CH:9]=2)=[O:4].[CH2:30](B(O)O)[CH2:31][CH2:32][CH3:33].C(=O)([O-])[O-].[K+].[K+].C1(C)C=CC=CC=1>C1C=CC([P]([Pd]([P](C2C=CC=CC=2)(C2C=CC=CC=2)C2C=CC=CC=2)([P](C2C=CC=CC=2)(C2C=CC=CC=2)C2C=CC=CC=2)[P](C2C=CC=CC=2)(C2C=CC=CC=2)C2C=CC=CC=2)(C2C=CC=CC=2)C2C=CC=CC=2)=CC=1.O.C1COCC1>[CH3:1][O:2][C:3]([C:5]1[N:6]([CH2:23][C:24]2[CH:29]=[CH:28][CH:27]=[CH:26][CH:25]=2)[C:7](=[O:22])[C:8]2[C:13]([C:14]=1[C:15]1[CH:20]=[CH:19][CH:18]=[CH:17][CH:16]=1)=[CH:12][C:11]([CH2:30][CH2:31][CH2:32][CH3:33])=[CH:10][CH:9]=2)=[O:4] |f:2.3.4,^1:53,55,74,93|. Reported procedure: A mixture of 2-benzyl-6-bromo-1-oxo-4-phenyl-1,2-dihydroisoquinoline-3-carboxylic acid methyl ester (300 mg), n-butylboronic acid (340 mg), tetrakis(triphenylphosphine)palladium(0) (80 mg), potassium carbonate (280 mg), toluene (6 ml) and THF (3 ml) was stirred at 100° C. under a nitrogen atmosphere for 12 hrs. Water was added to the reaction mixture, and the mixture was extracted with ethyl acetate. The organic layer was washed with water and saturated brine. The solvent was dried over anhydrou... Solvent: CC(C)O (propan-2-ol), CC(C)O (propan-2-ol). RXN SMILES: [CH:1]1[C:6]([C@H:7]2[C@H:12]([CH2:13][O:14][C:15]3[CH:16]=[CH:17][C:18]4[O:23][CH2:22][O:21][C:19]=4[CH:20]=3)[CH2:11][NH:10][CH2:9][CH2:8]2)=[CH:5][CH:4]=[C:3](F)[CH:2]=1.[CH3:25][S:26]([OH:29])(=[O:28])=[O:27].CCCCCC>CC(O)C>[CH3:25][S:26]([OH:29])(=[O:28])=[O:27].[CH2:8]1[C@@H:7]([C:6]2[CH:1]=[CH:2][CH:3]=[CH:4][CH:5]=2)[C@H:12]([CH2:13][O:14][C:15]2[CH:16]=[CH:17][C:18]3[O:23][CH2:22][O:21][C:19]=3[CH:20]=2)[CH2:11][NH:10][CH2:9]1 |f:4.5|. The product is CS(=O)(=O)O.C1CNC[C@H]([C@@H]1C2=CC=CC=C2)COC3=CC4=C(C=C3)OCO4 (paroxetine methanesulfonate). Reaction conditions: temperature 50 celsius. Procedure: To a stirred solution of paroxetine base (20.9 g) in propan-2-ol (70 ml) was added methanesulfonic acid (3.7 ml) in propan-2-ol (10 ml). The solution was heated to 50° C. and added portion-wise to hexane (200 ml) also at 50° C. The solution was stirred vigorously to form a precipitate which was stirred further to ensure crystallisation. The precipitate was collected by filtration, washed with hexane (40 ml) and dried in a vacuum desiccator over phosphorus pentoxide to give paroxetine methanesulf... Reactants: CCCCCC (hexane), C1=CC(=CC=C1[C@@H]2CCNC[C@H]2COC=3C=CC4=C(C3)OCO4)F (paroxetine), CS(=O)(=O)O (methanesulfonic acid). The reactants are ice, N#N.C1=C(C=CC2=CC=CC=C12)S(=O)(=O)N[C@@H](CCCNC(N)=N)C(=O)O (N2 (2-naphthalenesulfonyl)-L-arginine), CO (methanol), S(=O)(Cl)Cl (thionyl chloride). Reaction conditions: time 2 hour. Yields the product N#N.Cl.COC([C@@H](NS(=O)(=O)C1=CC2=CC=CC=C2C=C1)CCCNC(N)=N)=O (N2 (2-naphthalenesulfonyl)-L-arginine methyl ester hydrochloride). Yield: 90.0%. Reaction SMILES: [N:1]#[N:2].[CH:3]1[C:12]2[C:7](=[CH:8][CH:9]=[CH:10][CH:11]=2)[CH:6]=[CH:5][C:4]=1[S:13]([NH:16][C@H:17]([C:25]([OH:27])=[O:26])[CH2:18][CH2:19][CH2:20][NH:21][C:22](=[NH:24])[NH2:23])(=[O:15])=[O:14].S(Cl)([Cl:30])=O.[CH3:32]O>>[N:1]#[N:2].[ClH:30].[CH3:32][O:26][C:25](=[O:27])[C@H:17]([CH2:18][CH2:19][CH2:20][NH:21][C:22](=[NH:23])[NH2:24])[NH:16][S:13]([C:4]1[CH:5]=[CH:6][C:7]2[C:12](=[CH:11][CH:10]=[CH:9][CH:8]=2)[CH:3]=1)(=[O:14])=[O:15] |f:0.1,4.5.6|. Reported procedure: To an ice-cooled suspension of 1.0 gram of N2 -(2-naphthalenesulfonyl)-L-arginine in 15 ml of methanol was added dropwise 0.5 ml of thionyl chloride with vigorous stirring. After being allowed to stand for 2 hours at room temperature, the reaction mixture was refluxed for 2 hours, and was evaporated to dryness (syrup). Treatment of the residual syrup with cold ethyl ether gave crude crystals. After recrystallization from methanol-ethyl ether, colorless N2 -(2-naphthalenesulfonyl)-L-arginine meth...